From a dataset of the Open Reaction Database (ORD), a public repository of structured organic reaction records. describe an organic reaction: reactants, conditions, products, and yield Starting materials: O=C(Cl)Oc1ccc([N+](=O)[O-])cc1, ClCCl, FC(F)(F)c1ccc(C2NCCc3ccccc32)cc1, O. Product: O=C(Oc1ccc([N+](=O)[O-])cc1)N1CCc2ccccc2C1c1ccc(C(F)(F)F)cc1. As a reaction SMILES: [Cl:21][C:22](=[O:23])[O:24][c:25]1[cH:26][cH:27][c:28]([N+:31](=[O:32])[O-:33])[cH:29][cH:30]1.[Cl:35][CH2:36][Cl:37].[F:1][C:2]([c:3]1[cH:4][cH:5][c:6]([CH:9]2[NH:10][CH2:11][CH2:12][c:13]3[cH:14][cH:15][cH:16][cH:17][c:18]32)[cH:7][cH:8]1)([F:19])[F:20].[OH2:34]>>[F:1][C:2]([c:3]1[cH:4][cH:5][c:6]([CH:9]2[N:10]([C:22](=[O:23])[O:24][c:25]3[cH:26][cH:27][c:28]([N+:31](=[O:32])[O-:33])[cH:29][cH:30]3)[CH2:11][CH2:12][c:13]3[cH:14][cH:15][cH:16][cH:17][c:18]32)[cH:7][cH:8]1)([F:19])[F:20]. Isolated yield 34.0%. The reactants are ClC=1C=C(C(=O)Cl)C=C(C1)Cl (3,5-dichlorobenzoyl chloride), C(C1=CC=CC=C1)NC(=O)C1=C(N=C(S1)N)C (2-amino-4-methylthiazole-5-carboxylic acid benzylamide). Procedure: Following the procedure as described in Example 2, making variations only as required to use 3,5-dichlorobenzoyl chloride in place of benzoyl chloride to react with 2-amino-4-methylthiazole-5-carboxylic acid benzylamide, the title compound was obtained as a white solid in 34% yield; m.p. 104-105° C.; 1H NMR (CDCl3, 300 MHz) δ 7.69 (d, J=1.9 Hz, 2H), 7.52 (t, J=1.9, 1H), 7.35-7.31 (m, 5H), 6.04 (t, J=5.6 Hz, 1H), 4.59 (d, J=5.6 Hz, 2H), 2.44 (s, 3H); MS (ES+) m/z 420 (M+1). As a reaction SMILES: [Cl:1][C:2]1[CH:3]=[C:4]([CH:8]=[C:9]([Cl:11])[CH:10]=1)[C:5](Cl)=[O:6].[CH2:12]([NH:19][C:20]([C:22]1[S:26][C:25]([NH2:27])=[N:24][C:23]=1[CH3:28])=[O:21])[C:13]1[CH:18]=[CH:17][CH:16]=[CH:15][CH:14]=1>>[CH2:12]([NH:19][C:20]([C:22]1[S:26][C:25]([NH:27][C:5](=[O:6])[C:4]2[CH:3]=[C:2]([Cl:1])[CH:10]=[C:9]([Cl:11])[CH:8]=2)=[N:24][C:23]=1[CH3:28])=[O:21])[C:13]1[CH:18]=[CH:17][CH:16]=[CH:15][CH:14]=1. Product: C(C1=CC=CC=C1)NC(=O)C1=C(N=C(S1)NC(C1=CC(=CC(=C1)Cl)Cl)=O)C (2-(3,5-Dichlorobenzoylamino)-4-methylthiazole-5-carboxylic Acid Benzylamide). Reactants: CC(C)N(C(=O)CBr)c1ccccc1, CCOC1=Nc2ccccc2NC(=O)C1, CCOC(C)=O, CN(C)C=O. The product is CCOC1=Nc2ccccc2N(CC(=O)N(c2ccccc2)C(C)C)C(=O)C1. Reaction SMILES: [Br:16][CH2:17][C:18](=[O:19])[N:20]([c:21]1[cH:22][cH:23][cH:24][cH:25][cH:26]1)[CH:27]([CH3:28])[CH3:29].[CH2:1]([CH3:2])[O:3][C:4]1=[N:5][c:6]2[c:7]([cH:12][cH:13][cH:14][cH:15]2)[NH:8][C:9](=[O:11])[CH2:10]1.[CH3:35][CH2:36][O:37][C:38](=[O:39])[CH3:40].[O:30]=[CH:31][N:32]([CH3:33])[CH3:34]>>[CH2:1]([CH3:2])[O:3][C:4]1=[N:5][c:6]2[c:7]([cH:12][cH:13][cH:14][cH:15]2)[N:8]([CH2:17][C:18](=[O:19])[N:20]([c:21]2[cH:22][cH:23][cH:24][cH:25][cH:26]2)[CH:27]([CH3:28])[CH3:29])[C:9](=[O:11])[CH2:10]1. Reactants: OCc1cc(Br)ccc1Cl, O=C(Cl)c1ccccc1, ClC(Cl)Cl, Cl, c1ccncc1. Product: O=C(OCc1cc(Br)ccc1Cl)c1ccccc1. As a reaction SMILES: [Br:1][c:2]1[cH:3][cH:4][c:5]([Cl:10])[c:6]([CH2:7][OH:8])[cH:9]1.[C:17]([c:18]1[cH:19][cH:20][cH:21][cH:22][cH:23]1)(=[O:24])[Cl:25].[CH:27]([Cl:28])([Cl:29])[Cl:30].[ClH:26].[cH:11]1[cH:12][cH:13][n:14][cH:15][cH:16]1>>[Br:1][c:2]1[cH:3][cH:4][c:5]([Cl:10])[c:6]([CH2:7][O:8][C:17]([c:18]2[cH:19][cH:20][cH:21][cH:22][cH:23]2)=[O:24])[cH:9]1.